This data is from the Open Reaction Database (ORD), a public repository of structured organic reaction records. The task is: describe an organic reaction: reactants, conditions, products, and yield Starting materials: C(O)([O-])=O.[Na+] (sodium hydrogen carbonate), COC1=CC=C2C(=CC(N(C2=C1)CC=O)=O)C ((7-methoxy-4-methyl-2-oxoquinolin-1(2H)-yl)acetaldehyde), C(C)(C)(C)OC(N(C1CCNCC1)CCCC1=CC=CC=C1)=O (tert-butyl(3-phenylpropyl)(piperidin-4-yl)carbamate), C(C)(=O)O[BH-](OC(C)=O)OC(C)=O.[Na+] (sodium triacetoxyborohydride). Solvent: C(C)(=O)OCC (ethyl acetate), O (water), C(C)(=O)O (acetic acid), ClCCl (dichloromethane). Conditions: time 1 hour. Yields the product COC1=CC=C2C(=CC(N(C2=C1)CCN1CCC(CC1)N(C(OC(C)(C)C)=O)CCCC1=CC=CC=C1)=O)C (tert-butyl (1-(2-(7-methoxy-4-methyl-2-oxoquinolin-1(2H)-yl)ethyl)piperidin-4-yl)(3-phenylpropyl)carbamate). Yield: 117.9%. Reaction SMILES: [CH3:1][O:2][C:3]1[CH:12]=[C:11]2[C:6]([C:7]([CH3:17])=[CH:8][C:9](=[O:16])[N:10]2[CH2:13][CH:14]=O)=[CH:5][CH:4]=1.[C:18]([O:22][C:23](=[O:40])[N:24]([CH2:31][CH2:32][CH2:33][C:34]1[CH:39]=[CH:38][CH:37]=[CH:36][CH:35]=1)[CH:25]1[CH2:30][CH2:29][NH:28][CH2:27][CH2:26]1)([CH3:21])([CH3:20])[CH3:19].C(O[BH-](OC(=O)C)OC(=O)C)(=O)C.[Na+].C(=O)([O-])O.[Na+]>C(OCC)(=O)C.O.C(O)(=O)C.ClCCl>[CH3:1][O:2][C:3]1[CH:12]=[C:11]2[C:6]([C:7]([CH3:17])=[CH:8][C:9](=[O:16])[N:10]2[CH2:13][CH2:14][N:28]2[CH2:27][CH2:26][CH:25]([N:24]([CH2:31][CH2:32][CH2:33][C:34]3[CH:35]=[CH:36][CH:37]=[CH:38][CH:39]=3)[C:23](=[O:40])[O:22][C:18]([CH3:21])([CH3:20])[CH3:19])[CH2:30][CH2:29]2)=[CH:5][CH:4]=1 |f:2.3,4.5|. Procedure details: To 3 mL of dichloromethane solution containing 95 mg of (7-methoxy-4-methyl-2-oxoquinolin-1(2H)-yl)acetaldehyde, 81 mg of tert-butyl(3-phenylpropyl)(piperidin-4-yl)carbamate, 18 μl of acetic acid and 98 mg of sodium triacetoxyborohydride were added and stirred at room temperature for 1 hour. To the reaction mixture, water, ethyl acetate and aqueous saturated sodium hydrogen carbonate solution were added. The organic layer was separated, and washed with aqueous saturated sodium chloride solution,... Reactants: CNC([C@@H](N)C(C)(C)C)=O ((S)-N-methyl-tert-leucinamide), solution, Cl.CC(=O)O (HCl CH3COOH). Product: N[C@@H](C(C)(C)C)C(=O)O ((S)-tert-leucine). The yield is 41.0%. Reaction SMILES: CN[C:3](=[O:10])[C@H:4]([C:6]([CH3:9])([CH3:8])[CH3:7])[NH2:5].Cl.CC(O)=[O:14]>>[NH2:5][C@H:4]([C:3]([OH:10])=[O:14])[C:6]([CH3:9])([CH3:8])[CH3:7] |f:1.2|. Procedure details: A solution of (S)-N-methyl-tert-leucinamide in 100 ml of a 6N solution of HCl/CH3COOH (1:1) was heated under reflux for 14 days. Then, the mixture was evaporated, the residue was chromatographic over AMBERLITE. Evaporation and drying gave 750 mg (41%) of (S)-tert-leucine, [α]=+6.2 (c=1.62, 5N HCl), 97% e.e. Starting materials: C(C1=CC=CC=C1)[C@@H](C(=O)N1CCC(CC1)OC1=CC(=C(C=C1)F)F)N ((1S)-1-Benzyl-2-[4-(3,4-difluorophenoxy)-1-piperidinyl]-2-oxoethylamine), B (borane). Run in C1CCOC1 (THF). Run at time 1 hour. Yields the product C(C1=CC=CC=C1)[C@@H](CN1CCC(CC1)OC1=CC(=C(C=C1)F)F)N ((1S)-1-Benzyl-2-[4(3,4-difluorophenoxy)-1-piperidinyl]ethylamine). The yield is 95.7%. As a reaction SMILES: [CH2:1]([C@H:8]([NH2:26])[C:9]([N:11]1[CH2:16][CH2:15][CH:14]([O:17][C:18]2[CH:23]=[CH:22][C:21]([F:24])=[C:20]([F:25])[CH:19]=2)[CH2:13][CH2:12]1)=O)[C:2]1[CH:7]=[CH:6][CH:5]=[CH:4][CH:3]=1.B>C1COCC1>[CH2:1]([C@H:8]([NH2:26])[CH2:9][N:11]1[CH2:12][CH2:13][CH:14]([O:17][C:18]2[CH:23]=[CH:22][C:21]([F:24])=[C:20]([F:25])[CH:19]=2)[CH2:15][CH2:16]1)[C:2]1[CH:3]=[CH:4][CH:5]=[CH:6][CH:7]=1. Procedure: The product from Example 5, Step (b) (0.1 g) was dissolved in THF (3 ml) and borane [0.84 ml (1M in THF)] was added. The reaction was stirred for 1 hr and then quenched slowly with methanol. The solvents were evaporated and the residue re-dissolved in 50% H2O/50% conc HCl (2 ml) and refluxed for 1 hr. The solvents were evaporated. The free base was liberated by addition of aqueous NaOH (2M) and extraction with ethyl acetate followed by drying, filtration and evaporation of solvent to give the su... The reactants are C(/C=C/CCl)Cl (1,4-dichlorobutene-2), C(C)C(C(=O)[O-])(C(=O)[O-])CC (diethylmalonate), C1CCC2C(C1)OCCOCCOC3CCCCC3OCCOCCO2 (dicyclohexano-18-crown-6), C(C)C(C(=O)[O-])(C(=O)[O-])CC (diethylmalonate), C1=CC=CC=C1 (benzene). Conditions: temperature 83 celsius. The product is C(=C)C1C(C1)(C(=O)OCC)C(=O)OCC (diethyl 2-vinylcyclopropane-1,1-dicarboxylate). Yield: 61.0%. Reaction SMILES: [CH2:1](Cl)/[CH:2]=[CH:3]/[CH2:4]Cl.C([C:9](CC)([C:13]([O-:15])=[O:14])[C:10]([O-:12])=[O:11])C.[CH:18]1C=CC=C[CH:19]=1.[CH2:24]1CC2OCCOCCOC3C(OCCOCCOC2C[CH2:25]1)CCCC3>>[CH:2]([CH:3]1[CH2:4][C:9]1([C:13]([O:15][CH2:24][CH3:25])=[O:14])[C:10]([O:12][CH2:18][CH3:19])=[O:11])=[CH2:1]. Procedure details: Employing a procedure similar to that described in Example I, 6.25 gms (0.05 mol) 1,4-dichlorobutene-2 and 8 gms (0.05 mol) diethylmalonate were condensed. The reaction was carried out in 50 mls benzene using 0.11 mol potassium hydroxide and 5 mol percent, based on the diethylmalonate, catalyst (dicyclohexano-18-crown-6). After the reactants were combined and the mild exotherm subsided, the reaction mixture was heated for about 4 hours to a maximum temperature of 83° C. Approximately 4 mls water... Reactants: C(C)(=O)Cl (acetyl chloride), COCC[C@H]1CN(CCN1C)C1=NC2=C(NC=3SC(=CC13)C(C)C)C=CC=C2 ((S)-10-[3-(2-methoxy-ethyl)-4-methyl-piperazin-1-yl]-2-isopropyl-4H-3-thia-4,9-diaza-benzo[f]azulene). Solvent: C(C)O (ethanol), C(C)O (ethanol). The product is Cl.Cl.COCC[C@H]1CN(CCN1C)C1=NC2=C(NC=3SC(=CC13)C(C)C)C=CC=C2 ((S)-10-[3-(2-Methoxy-ethyl)-4-methyl-piperazin-1-yl]-2-Isopropyl-4H-3-thia-4,9-diaza-benzo[f]azulene dihydrochloride). The yield is 97.0%. RXN SMILES: C([Cl:4])(=O)C.[CH3:5][O:6][CH2:7][CH2:8][C@@H:9]1[N:14]([CH3:15])[CH2:13][CH2:12][N:11]([C:16]2[C:25]3[CH:24]=[C:23]([CH:26]([CH3:28])[CH3:27])[S:22][C:21]=3[NH:20][C:19]3[CH:29]=[CH:30][CH:31]=[CH:32][C:18]=3[N:17]=2)[CH2:10]1>C(O)C>[ClH:4].[ClH:4].[CH3:5][O:6][CH2:7][CH2:8][C@@H:9]1[N:14]([CH3:15])[CH2:13][CH2:12][N:11]([C:16]2[C:25]3[CH:24]=[C:23]([CH:26]([CH3:28])[CH3:27])[S:22][C:21]=3[NH:20][C:19]3[CH:29]=[CH:30][CH:31]=[CH:32][C:18]=3[N:17]=2)[CH2:10]1 |f:3.4.5|. Procedure details: Add a solution of acetyl chloride (0.13 mL, 1.76 mmol) in absolute ethanol to a solution of (S)-10-[3-(2-methoxy-ethyl)-4-methyl-piperazin-1-yl]-2-isopropyl-4H-3-thia-4,9-diaza-benzo[f]azulene (0.14 g, 0.35 mmol) in absolute ethanol and stir. Concentrate under reduced pressure to give the title compound (0.16 g, 94%): mass spectrum (APCI, m/e): 399 (M+1); exact mass spectrum (ES+, m/e, C22H30N4OS.2HCl): calc. 399.2218 (M+1-2HCl), found 399.2226.